Dataset: the Open Reaction Database (ORD), a public repository of structured organic reaction records. Task: describe an organic reaction: reactants, conditions, products, and yield Reactants: C(C)(=O)OCC (ethyl acetate), C(CO)O (ethylene glycol), O.C1(=CC=C(C=C1)S(=O)(=O)O)C (p-toluenesulfonic acid monohydrate), BrC=1C([C@H]2O[C@@H](C1)CO2)=O (1,6-anhydro-3-bromo-3,4-dideoxy-β-D-glycero-hex-3-enopyranos-2-ulose). The solvent is C1=CC=CC=C1 (benzene). The product is C1COC2([C@H]3O[C@@H](C=C2Br)CO3)O1 (1,6-anhydro-3-bromo-3,4-dideoxy-β-D-glycero-hex-3-enopyranos-2-ulose ethylene acetal). Yield: 74.8%. As a reaction SMILES: [Br:1][C:2]1[C:3](=[O:10])[C@@H:4]2[O:9][CH2:8][C@H:6]([CH:7]=1)[O:5]2.[CH2:11](O)[CH2:12][OH:13].O.C1(C)C=CC(S(O)(=O)=O)=CC=1.C(OCC)(=O)C>C1C=CC=CC=1>[CH2:12]1[O:13][C:3]2([C:2]([Br:1])=[CH:7][C@H:6]3[CH2:8][O:9][C@@H:4]2[O:5]3)[O:10][CH2:11]1 |f:2.3|. Procedure: 22 g of 1,6-anhydro-3-bromo-3,4-dideoxy-β-D-glycero-hex-3-enopyranos-2-ulose was dissolved in 500 ml of dry benzene, and 66 g of ethylene glycol and 3 g of p-toluenesulfonic acid monohydrate were added thereto. The mixture was refluxed under heating while removing formed water. 19 hours later, disappearance of the starting material was confirmed by TLC, and the reaction mixture was cooled to room temperature. Then, 500 ml of ethyl acetate was added thereto, and the mixture was washed three times... The reactants are CCOc1ccc(F)c(OC2=CC(=O)N(C(CC(C)C)C(=O)O)C2)c1F, CC#N, CCN(C(C)C)C(C)C, Cl, CC(C)CC(N)C(=O)Nc1ccn(CC(C)(C)O)n1. Yields the product CCOc1ccc(F)c(OC2=CC(=O)N(C(CC(C)C)C(=O)Nc3ccn(CC(C)(C)O)n3)C2)c1F. As a reaction SMILES: [CH2:30]([CH3:31])[O:32][c:33]1[c:34]([F:55])[c:35]([O:36][C:37]2=[CH:38][C:39](=[O:50])[N:40]([CH:42]([CH2:43][CH:44]([CH3:45])[CH3:46])[C:47]([OH:48])=[O:49])[CH2:41]2)[c:51]([F:54])[cH:52][cH:53]1.[CH3:56][C:57]#[N:58].[CH:21]([N:22]([CH2:23][CH3:24])[CH:25]([CH3:26])[CH3:27])([CH3:28])[CH3:29].[ClH:1].[OH:2][C:3]([CH2:4][n:5]1[n:6][c:7]([NH:10][C:11]([CH:12]([CH2:13][CH:14]([CH3:15])[CH3:16])[NH2:17])=[O:18])[cH:8][cH:9]1)([CH3:19])[CH3:20]>>[OH:2][C:3]([CH2:4][n:5]1[n:6][c:7]([NH:10][C:11]([CH:12]([CH2:13][CH:14]([CH3:15])[CH3:16])[N:17]2[C:39](=[O:50])[CH:38]=[C:37]([O:36][c:35]3[c:34]([F:55])[c:33]([O:32][CH2:30][CH3:31])[cH:53][cH:52][c:51]3[F:54])[CH2:41]2)=[O:18])[cH:8][cH:9]1)([CH3:19])[CH3:20]. Reactants: C(CCC)[Li] (n-butyllithium), CCCCCC (hexane), N1CCCC2=CC=CC=C12 (1,2,3,4-tetrahydro-quinoline), C(=O)([O-])[O-].[K+].[K+] (K2CO3), C(CCC)C1CCNCC1 (4-butylpiperidine). The solvent is O1CCCC1 (tetrahydrofuran), O (water). Conditions: time 0.5 hour. The product is C(CCC)C1CCN(CC1)CCCN1CCCC2=CC=CC=C12 (1-[3-(4-Butyl-piperidin-1-yl)-propyl]-1,2,3,4-tetrahydro-quinoline). Yield: 35.0%. RXN SMILES: [CH2:1]([Li])[CH2:2][CH2:3]C.CCCCCC.[NH:12]1[C:21]2[C:16](=[CH:17][CH:18]=[CH:19][CH:20]=2)[CH2:15][CH2:14][CH2:13]1.C([O-])([O-])=O.[K+].[K+].[CH2:28]([CH:32]1[CH2:37][CH2:36][NH:35][CH2:34][CH2:33]1)[CH2:29][CH2:30][CH3:31]>O1CCCC1.O>[CH2:28]([CH:32]1[CH2:37][CH2:36][N:35]([CH2:1][CH2:2][CH2:3][N:12]2[C:21]3[C:16](=[CH:17][CH:18]=[CH:19][CH:20]=3)[CH2:15][CH2:14][CH2:13]2)[CH2:34][CH2:33]1)[CH2:29][CH2:30][CH3:31] |f:3.4.5|. Procedure: A solution of n-butyllithium in hexane (1.5M, 7.3 mL, 11 mmol) was added drop wise to a solution of 1,2,3,4-tetrahydro-quinoline (1.256 mL, 10 mmol) in tetrahydrofuran (10 mL) at −78° C. under an atmosphere of argon. The reaction mixture was stirred for ½ h then 1-chloro-3-iodropropane (1.0 mL, 9.5 mmol) was added. The reaction mixture was stirred at −78° C. for ½ h then stirred for additional 16 h at room temperature. Tetrahydrofuran was evaporated off and the solid was dissolved in acetonitril... Starting materials: C(C)(C)NC(C)C (diisopropylamine), C(CCC)[Li] (n-butyl lithium), [Si](C)(C)(C(C)(C)C)N1C([C@@H]([C@H]1C(=O)O)C)=O ((3R,4S)-1-t-butyldimethylsilyl-3-methylazetidin-2-one-4-carboxylic acid), Cl (HCl), C(C)I (ethyl iodide). The solvent is C1CCOC1 (THF), CCCCCC (hexane), CCOCC (ether), C1CCOC1 (THF), C1CCOC1 (THF). Conditions: temperature -70 celsius. The product is [Si](C)(C)(C(C)(C)C)N1C([C@]([C@H]1C(=O)O)(C)CC)=O ((3R,4S)-1-t-butyldimethylsilyl-3-ethyl-3-methylazetidin-2-one-4-carboxylic acid). RXN SMILES: [CH:1](NC(C)C)(C)[CH3:2].C([Li])CCC.[Si:13]([N:20]1[C@H:23]([C:24]([OH:26])=[O:25])[C@@H:22]([CH3:27])[C:21]1=[O:28])([C:16]([CH3:19])([CH3:18])[CH3:17])([CH3:15])[CH3:14].C(I)C.Cl>C1COCC1.CCCCCC.CCOCC>[Si:13]([N:20]1[C@H:23]([C:24]([OH:26])=[O:25])[C@:22]([CH2:1][CH3:2])([CH3:27])[C:21]1=[O:28])([C:16]([CH3:19])([CH3:18])[CH3:17])([CH3:15])[CH3:14]. Procedure: To a solution of 13 mL of diisopropylamine in 75 mL of THF at -20° C. was added 35 mL of 2.4M n-butyl lithium in hexane. After 15 minutes the solution was cooled to -70° C. and a solution of 10 gms of (3R,4S)-1-t-butyldimethylsilyl-3-methylazetidin-2-one-4-carboxylic acid in 50 mL of THF was added. The solution was warmed to -20° C. for 15 minutes and a solution of 6.7 mL of ethyl iodide in 10 mL of THF was added. After 30 minutes at -20° to 0° C. the reaction was diluted with ether and poured i... The reactants are Cl (HCl), O.[OH-].[Li+] (Lithium hydroxide monohydrate), ClCCOC1=C(C=CC=C1)C(C)(C)NC=1C(N(C=CN1)C=1C=C(C(=O)OC)C=C(C1C)F)=O (methyl 3-[3-({1-[2-(2-chloroethoxy)phenyl]-1-methylethyl}amino)-2-oxopyrazin-1(2H)-yl]-5-fluoro-4-methylbenzoate). Solvent: O (Water), O (water), C1CCOC1 (THF). Reaction conditions: time 4 hour. Yields the product ClCCOC1=C(C=CC=C1)C(C)(C)NC=1C(N(C=CN1)C=1C=C(C(=O)O)C=C(C1C)F)=O (3-[3-({1-[2-(2-Chloroethoxy)phenyl]-1-methylethyl}amino)-2-oxopyrazin-1(2H)-yl]-5-fluoro-4-methyl benzoic acid). The yield is 88.1%. RXN SMILES: O.[OH-].[Li+].[Cl:4][CH2:5][CH2:6][O:7][C:8]1[CH:13]=[CH:12][CH:11]=[CH:10][C:9]=1[C:14]([NH:17][C:18]1[C:19](=[O:36])[N:20]([C:24]2[CH:25]=[C:26]([CH:31]=[C:32]([F:35])[C:33]=2[CH3:34])[C:27]([O:29]C)=[O:28])[CH:21]=[CH:22][N:23]=1)([CH3:16])[CH3:15].Cl>O.C1COCC1>[Cl:4][CH2:5][CH2:6][O:7][C:8]1[CH:13]=[CH:12][CH:11]=[CH:10][C:9]=1[C:14]([NH:17][C:18]1[C:19](=[O:36])[N:20]([C:24]2[CH:25]=[C:26]([CH:31]=[C:32]([F:35])[C:33]=2[CH3:34])[C:27]([OH:29])=[O:28])[CH:21]=[CH:22][N:23]=1)([CH3:16])[CH3:15] |f:0.1.2|. Procedure: Lithium hydroxide monohydrate (0.177 g) in water (5.00 mL) was added to methyl 3-[3-({1-[2-(2-chloroethoxy)phenyl]-1-methylethyl}amino)-2-oxopyrazin-1(2H)-yl]-5-fluoro-4-methylbenzoate (Example 316b, 1.17 g) in THF (10 mL) and the reaction mixture was stirred for 4 h at room temperature. Water was added and the solution acidified with 2M HCl. This was extracted into ethyl acetate (2×). The combined organics were dried (MgSO4), filtered and evaporated to afford the subtitle compound as a solid (1...